From a dataset of the Open Reaction Database (ORD), a public repository of structured organic reaction records. describe an organic reaction: reactants, conditions, products, and yield The reactants are ClC(COC(NC=1N(N=C(C1)C(C)(C)C)C1=CC=C(C=C1)CO)=O)(Cl)Cl ([5-tert-Butyl-2-(4-hydroxymethyl-phenyl)-2H-pyrazol-3-yl]-carbamic acid 2,2,2-trichloro-ethyl ester), C[C@@H]1N(CCCC1)C1=NN=C2N1C=C(C=C2)O[C@@H]2CC[C@@H](C1=CC=CC=C21)N ((1S,4R)-4-[3-((S)-2-Methyl-piperidin-1-yl)-[1,2,4]triazolo[4,3-a]pyridin-6-yloxy]-1,2,3,4-tetrahydro-naphthalen-1-ylamine), CCN(C(C)C)C(C)C (DIPEA), O1CCOCC1 (dioxane). Solvent: C(Cl)Cl (DCM). Conditions: time 5 hour. Yields the product C(C)(C)(C)C=1C=C(N(N1)C1=CC=C(C=C1)CN1CCOCC1)NC(=O)N[C@H]1CC[C@H](C2=CC=CC=C12)OC=1C=CC=2N(C1)C(=NN2)N2[C@H](CCCC2)C (1-[5-tert-Butyl-2-(4-morpholin-4-ylmethyl-phenyl)-2H-pyrazol-3-yl]-3-{(1S,4R)-4-[3-((S)-2-methyl-piperidin-1-yl)-[1,2,4]triazolo[4,3-a]pyridin-6-yloxy]-1,2,3,4-tetrahydro-naphthalen-1-yl}-urea). Yield: 87.0%. RXN SMILES: ClC(Cl)(Cl)CO[C:5](=[O:24])[NH:6][C:7]1[N:8]([C:16]2[CH:21]=[CH:20][C:19]([CH2:22]O)=[CH:18][CH:17]=2)[N:9]=[C:10]([C:12]([CH3:15])([CH3:14])[CH3:13])[CH:11]=1.[CH3:27][C@H:28]1[CH2:33][CH2:32][CH2:31][CH2:30][N:29]1[C:34]1[N:38]2[CH:39]=[C:40]([O:43][C@H:44]3[C:53]4[C:48](=[CH:49][CH:50]=[CH:51][CH:52]=4)[C@@H:47]([NH2:54])[CH2:46][CH2:45]3)[CH:41]=[CH:42][C:37]2=[N:36][N:35]=1.[CH3:55][CH2:56][N:57](C(C)C)[CH:58]([CH3:60])C.[O:64]1CCOCC1>C(Cl)Cl>[C:12]([C:10]1[CH:11]=[C:7]([NH:6][C:5]([NH:54][C@@H:47]2[C:48]3[C:53](=[CH:52][CH:51]=[CH:50][CH:49]=3)[C@H:44]([O:43][C:40]3[CH:41]=[CH:42][C:37]4[N:38]([C:34]([N:29]5[CH2:30][CH2:31][CH2:32][CH2:33][C@@H:28]5[CH3:27])=[N:35][N:36]=4)[CH:39]=3)[CH2:45][CH2:46]2)=[O:24])[N:8]([C:16]2[CH:21]=[CH:20][C:19]([CH2:22][N:57]3[CH2:58][CH2:60][O:64][CH2:55][CH2:56]3)=[CH:18][CH:17]=2)[N:9]=1)([CH3:15])([CH3:14])[CH3:13]. Procedure details: A red-brown solution of Intermediate 33a (883 mg, 2.10 mmol), Intermediate 81d (755 mg, 2.00 mmol) and DIPEA (0.44 mL, 2.5 mmol) in dry dioxane (20 mL) was stirred at 70° C. for 16 h, and at 80° C. for 5 h. The cooled solution was concentrated in vacuo, suspended in water (15 mL) and extracted with DCM (2×15 mL). The combined organics were passed through a hydrophobic frit and concentrated in vacuo to leave a brown oil. Flash chromatography (silica 80 g, 4-8% MeOH in DCM) gave the title compound... Reactants: [Br-], CC#C[Mg+], C1CCOC1, CCBr, C#CC, Cl, [Mg], COC(=O)C(=O)c1ccccc1. The product is CC#CC(O)(C(=O)OC)c1ccccc1. As a reaction SMILES: [Br-:1].[C:2](#[C:3][CH3:4])[Mg+:5].[CH2:26]1[O:27][CH2:28][CH2:29][CH2:30]1.[CH2:7]([Br:8])[CH3:9].[CH3:10][C:11]#[CH:12].[ClH:25].[Mg:6].[c:13]1([C:19]([C:20](=[O:21])[O:22][CH3:23])=[O:24])[cH:14][cH:15][cH:16][cH:17][cH:18]1>>[C:2](#[C:3][CH3:4])[C:19]([c:13]1[cH:14][cH:15][cH:16][cH:17][cH:18]1)([C:20](=[O:21])[O:22][CH3:23])[OH:24].